From a dataset of the Open Reaction Database (ORD), a public repository of structured organic reaction records. describe an organic reaction: reactants, conditions, products, and yield The reactants are FC(C=1C=C2C(C=C(NC2=CC1)C(=O)OC)=O)(F)F (methyl 6-trifluromethyl-4-oxo-1,4-dihydroquinoline-2-carboxylate), [OH-].[Na+] (sodium hydroxide). Yields the product FC(C=1C=C2C(C=C(NC2=CC1)C(=O)O)=O)(F)F (6-trifluoromethyl-4-oxo-1,4-dihydroquinoline-2-carboxylic acid). Isolated yield 44.3%. As a reaction SMILES: [F:1][C:2]([F:19])([F:18])[C:3]1[CH:4]=[C:5]2[C:10](=[CH:11][CH:12]=1)[NH:9][C:8]([C:13]([O:15]C)=[O:14])=[CH:7][C:6]2=[O:17].[OH-].[Na+]>>[F:19][C:2]([F:1])([F:18])[C:3]1[CH:4]=[C:5]2[C:10](=[CH:11][CH:12]=1)[NH:9][C:8]([C:13]([OH:15])=[O:14])=[CH:7][C:6]2=[O:17] |f:1.2|. Reported procedure: Treatment of methyl 6-trifluromethyl-4-oxo-1,4-dihydroquinoline-2-carboxylate (0.5 g. Example 19a) with sodium hydroxide (0.295 g), as described in Example 1c, gave 6-trifluoromethyl-4-oxo-1,4-dihydroquinoline-2-carboxylic acid (0.21 g), m.p. 287°-289° C., δ (360 MHz, DMSO-d6) 6.72 (1H, s, 3-H), 8.01 (1H, dd, 7-H), 8.14 (1H, d, 8-H), 8.33 (1H, s, 5-H). (Found: C, 49.11; H. 2.79; N, 5.12%; C11H6NO3. 0.75H2O requires C, 48.81; H, 2.79; N, 5.17%).